From a dataset of the Open Reaction Database (ORD), a public repository of structured organic reaction records. describe an organic reaction: reactants, conditions, products, and yield Starting materials: CC(=O)[O-], C=CCOC(=O)CC(=O)Cc1ccc(F)cc1, [NH4+], O, c1ccccc1. Yields the product C=CCOC(=O)C=C(N)Cc1ccc(F)cc1. As a reaction SMILES: [CH3:19][C:20](=[O:21])[O-:22].[F:1][c:2]1[cH:3][cH:4][c:5]([CH2:8][C:9]([CH2:10][C:11](=[O:12])[O:13][CH2:14][CH:15]=[CH2:16])=[O:17])[cH:6][cH:7]1.[NH4+:18].[OH2:23].[cH:24]1[cH:25][cH:26][cH:27][cH:28][cH:29]1>>[F:1][c:2]1[cH:3][cH:4][c:5]([CH2:8][C:9](=[CH:10][C:11](=[O:12])[O:13][CH2:14][CH:15]=[CH2:16])[NH2:18])[cH:6][cH:7]1. As a reaction SMILES: [CH3:1][C:2]1[O:6][C:5]([C:7]2[CH:12]=[CH:11][CH:10]=[CH:9][CH:8]=2)=[N:4][C:3]=1[CH2:13][C:14]([OH:16])=O.ON1C2C=CC=CC=2N=N1.C(N(CC)C(C)C)(C)C.Cl.CN(C)CCCN=C=NCC.[CH2:48]([N:55]1[CH2:60][CH2:59][O:58][C@@H:57]([CH2:61][NH2:62])[CH2:56]1)[C:49]1[CH:54]=[CH:53][CH:52]=[CH:51][CH:50]=1>CN(C)C=O>[CH2:48]([N:55]1[CH2:60][CH2:59][O:58][C@@H:57]([CH2:61][NH:62][C:14](=[O:16])[CH2:13][C:3]2[N:4]=[C:5]([C:7]3[CH:8]=[CH:9][CH:10]=[CH:11][CH:12]=3)[O:6][C:2]=2[CH3:1])[CH2:56]1)[C:49]1[CH:50]=[CH:51][CH:52]=[CH:53][CH:54]=1 |f:3.4|. The product is C(C1=CC=CC=C1)N1C[C@@H](OCC1)CNC(CC=1N=C(OC1C)C1=CC=CC=C1)=O (N-{[(2S)-4-Benzylmorpholin-2-yl]methyl}-2-(5-methyl-2-phenyl-1,3-oxazol-4-yl)acetamide). Procedure: A mixture of (5-methyl-2-phenyl-oxazol-4-yl)-acetic acid (0.263 g), 1-hydroxylbenzotriazole (0.163 g), and N,N-diisopropylethylamine (0.211 ml) in N,N-dimethylformamide (3 ml) was treated with 1-(3-dimethylaminopropyl)-3-ethylcarbodiimide hydrochloride (0.232 g). The mixture was stirred for 5 min, treated with 1-[(2S)-4-benzylmorpholin-2-yl]methanamine (prepared in accordance with EP 0 995 746 A1; 0.192 g), and the solution was stirred at 22° C. for 18 h. The mixture was partitioned between dich... Solvent: CN(C=O)C (N,N-dimethylformamide). Yield: 104.4%. Reaction conditions: time 5 minute. The reactants are Cl.CN(CCCN=C=NCC)C (1-(3-dimethylaminopropyl)-3-ethylcarbodiimide hydrochloride), CC1=C(N=C(O1)C1=CC=CC=C1)CC(=O)O ((5-methyl-2-phenyl-oxazol-4-yl)-acetic acid), ON1N=NC2=C1C=CC=C2 (1-hydroxylbenzotriazole), C(C)(C)N(C(C)C)CC (N,N-diisopropylethylamine), C(C1=CC=CC=C1)N1C[C@@H](OCC1)CN (1-[(2S)-4-benzylmorpholin-2-yl]methanamine).